Dataset: the Open Reaction Database (ORD), a public repository of structured organic reaction records. Task: describe an organic reaction: reactants, conditions, products, and yield The reactants are CN, COc1cc2c(c(-c3cccc(Cl)c3Cl)c1)OC(COS(=O)(=O)c1ccc(C)cc1)C2, Cl. Yields the product CNCC1Cc2cc(OC)cc(-c3cccc(Cl)c3Cl)c2O1. As a reaction SMILES: [CH3:33][NH2:34].[Cl:2][c:3]1[c:4](-[c:10]2[cH:11][c:12]([O:31][CH3:32])[cH:13][c:14]3[c:18]2[O:17][CH:16]([CH2:19][O:20][S:21]([c:22]2[cH:23][cH:24][c:25]([CH3:26])[cH:27][cH:28]2)(=[O:29])=[O:30])[CH2:15]3)[cH:5][cH:6][cH:7][c:8]1[Cl:9].[ClH:1]>>[Cl:2][c:3]1[c:4](-[c:10]2[cH:11][c:12]([O:31][CH3:32])[cH:13][c:14]3[c:18]2[O:17][CH:16]([CH2:19][NH:34][CH3:33])[CH2:15]3)[cH:5][cH:6][cH:7][c:8]1[Cl:9]. Run at time 8 hour. Reported procedure: 60 mg (0.26 mmol) 3-piperidin-4-yl-1H-quinolin-2-one, 80 mg (0.26 mmol) 6-(6-chloropyrimidine-4-carbonyl)-3,4-dimethyl-3H-benzoxazol-2-one and 0.15 mL (0.86 mmol) DIPEA were combined in 3 mL DMF and stirred overnight at RT. The reaction mixture was added to water and the precipitate formed was suction filtered, washed with MeOH and dried. Run in CN(C)C=O (DMF). Starting materials: N1CCC(CC1)C=1C(NC2=CC=CC=C2C1)=O (3-piperidin-4-yl-1H-quinolin-2-one), O (water), ClC1=CC(=NC=N1)C(=O)C1=CC2=C(N(C(O2)=O)C)C(=C1)C (6-(6-chloropyrimidine-4-carbonyl)-3,4-dimethyl-3H-benzoxazol-2-one), CCN(C(C)C)C(C)C (DIPEA). The product is CN1C(OC2=C1C(=CC(=C2)C(=O)C2=CC(=NC=N2)N2CCC(CC2)C=2C(NC1=CC=CC=C1C2)=O)C)=O (3-{1-[6-(3,4-dimethyl-2-oxo-2,3-dihydro-benzoxazole-6-carbonyl)-pyrimidin-4-yl]-piperidin-4-yl}-1H-quinolin-2-one). As a reaction SMILES: [NH:1]1[CH2:6][CH2:5][CH:4]([C:7]2[C:8](=[O:17])[NH:9][C:10]3[C:15]([CH:16]=2)=[CH:14][CH:13]=[CH:12][CH:11]=3)[CH2:3][CH2:2]1.Cl[C:19]1[N:24]=[CH:23][N:22]=[C:21]([C:25]([C:27]2[CH:37]=[C:36]([CH3:38])[C:30]3[N:31]([CH3:35])[C:32](=[O:34])[O:33][C:29]=3[CH:28]=2)=[O:26])[CH:20]=1.CCN(C(C)C)C(C)C.O>CN(C=O)C>[CH3:35][N:31]1[C:30]2[C:36]([CH3:38])=[CH:37][C:27]([C:25]([C:21]3[N:22]=[CH:23][N:24]=[C:19]([N:1]4[CH2:2][CH2:3][CH:4]([C:7]5[C:8](=[O:17])[NH:9][C:10]6[C:15]([CH:16]=5)=[CH:14][CH:13]=[CH:12][CH:11]=6)[CH2:5][CH2:6]4)[CH:20]=3)=[O:26])=[CH:28][C:29]=2[O:33][C:32]1=[O:34]. Starting materials: CCO, CCOC(=O)C(C)(C(=O)OCC)c1ccc([N+](=O)[O-])cc1, [Cl-], O, O. Yields the product CCOC(=O)C(C)(C(=O)OCC)c1ccc(N)cc1. As a reaction SMILES: [CH3:25][CH2:26][OH:27].[CH3:4][C:5]([C:6](=[O:7])[O:8][CH2:9][CH3:10])([C:11](=[O:12])[O:13][CH2:14][CH3:15])[c:16]1[cH:17][cH:18][c:19]([N+:22]([O-:23])=[O:24])[cH:20][cH:21]1.[Cl-:3].[OH2:1].[OH2:2]>>[CH3:4][C:5]([C:6](=[O:7])[O:8][CH2:9][CH3:10])([C:11](=[O:12])[O:13][CH2:14][CH3:15])[c:16]1[cH:17][cH:18][c:19]([NH2:22])[cH:20][cH:21]1. Starting materials: CS(=O)(=O)[O-].NN1C=N[N+](=C1)CC1=CC(=C(C=C1)Cl)[N+](=O)[O-] (4-amino-1-[(4-chloro-3-nitrophenyl)methyl]-1,2,4-triazolium methanesulfonate), Cl (hydrochloric acid), [PH2](O)=O (phosphinic acid), N(=O)[O-].[Na+] (sodium nitrite), [OH-].[NH4+] (ammonium hydroxide). Solvent: O (water). Reaction conditions: time 2 hour. Yields the product ClC1=C(C=C(C=C1)CN1N=CN=C1)[N+](=O)[O-] (1-[(4-chloro-3-nitrophenyl)methyl]-1H-1,2,4-triazole). The yield is 83.8%. As a reaction SMILES: CS([O-])(=O)=O.N[N:7]1[CH:11]=[N+:10]([CH2:12][C:13]2[CH:18]=[CH:17][C:16]([Cl:19])=[C:15]([N+:20]([O-:22])=[O:21])[CH:14]=2)[N:9]=[CH:8]1.Cl.[PH2](=O)O.N([O-])=O.[Na+].[OH-].[NH4+]>O>[Cl:19][C:16]1[CH:17]=[CH:18][C:13]([CH2:12][N:10]2[CH:11]=[N:7][CH:8]=[N:9]2)=[CH:14][C:15]=1[N+:20]([O-:22])=[O:21] |f:0.1,4.5,6.7|. Reported procedure: To a stirred solution of 8.75 parts of 4-amino-1-[(4-chloro-3-nitrophenyl)methyl]-1,2,4-triazolium methanesulfonate in 85 parts of a hydrochloric acid solution 1N were added 7.15 parts of phosphinic acid 50%. After cooling in ice, a solution of 3.5 parts of sodium nitrite in 15 parts of water was added. The mixture was stirred for 2 hours at room temperature. An excess of concentrated ammonium hydroxide was added and stirring was continued for 15 minutes. The product was filtered off, washed wit...